From a dataset of the Open Reaction Database (ORD), a public repository of structured organic reaction records. describe an organic reaction: reactants, conditions, products, and yield Yields the product OC1=CC(=C2C(C=C(O2)C2=CC=C(C=C2)O)=C1C=O)OC (5-Hydroxy-2-(4-hydroxy-phenyl)-7-methoxy-benzofuran-4-carbaldehyde). Procedure: A solution of 62 (0.25 g, 1.0 mmol) in DMF (20 mL) was treated with POCl3 (1 mL, 11 mmol) and heated at 80° C.–100° C. for 15 minutes. The reaction mixture was worked up by allowing to cool and then poured into crushed ice. 2N NaOH aq was added and the solution stirred for several minutes and then the mixture was acidified with 2N HCl aq and then neutralized with NaHCO3 aq. The mixture was then extracted with EtOAc and washed with brine, dried over MgSO4, filtered, concentrated and chromatograph... The solvent is CN(C)C=O (DMF). The reactants are Cl (HCl), C(=O)(O)[O-].[Na+] (NaHCO3), OC1=CC=C(C=C1)C=1OC2=C(C1)C=C(C=C2OC)O (2-(4-Hydroxy-phenyl)-7-methoxy-benzofuran-5-ol), O=P(Cl)(Cl)Cl (POCl3), [OH-].[Na+] (NaOH). Reaction SMILES: [OH:1][C:2]1[CH:7]=[CH:6][C:5]([C:8]2[O:9][C:10]3[C:16]([O:17][CH3:18])=[CH:15][C:14]([OH:19])=[CH:13][C:11]=3[CH:12]=2)=[CH:4][CH:3]=1.O=P(Cl)(Cl)Cl.[OH-].[Na+].Cl.[C:28]([O-])(O)=[O:29].[Na+]>CN(C=O)C>[OH:19][C:14]1[C:13]([CH:28]=[O:29])=[C:11]2[CH:12]=[C:8]([C:5]3[CH:4]=[CH:3][C:2]([OH:1])=[CH:7][CH:6]=3)[O:9][C:10]2=[C:16]([O:17][CH3:18])[CH:15]=1 |f:2.3,5.6|. Reactants: C(C1=CC=CC=C1)OC(NC1(CC1)C=1SC=NN1)=O ((1-1,3,4-Thiadiazol-2-yl-cyclopropyl)-carbamic acid benzyl ester), Br (HBr), CCOCC (Et2O). Solvent: C(C)(=O)O (acetic acid). Run at time 30 minute. The product is Br.S1C(=NN=C1)C1(CC1)N (1-1,3,4-thiadiazol-2-yl-cyclopropylamine hydrobromide). RXN SMILES: C(OC(=O)[NH:10][C:11]1([C:14]2[S:15][CH:16]=[N:17][N:18]=2)[CH2:13][CH2:12]1)C1C=CC=CC=1.CCOCC.[BrH:25]>C(O)(=O)C>[BrH:25].[S:15]1[CH:16]=[N:17][N:18]=[C:14]1[C:11]1([NH2:10])[CH2:13][CH2:12]1 |f:4.5|. Reported procedure: (1-1,3,4-Thiadiazol-2-yl-cyclopropyl)-carbamic acid benzyl ester (0.2 g, 0.73 mmol) was dissolved in 48% HBr in acetic acid (5 mL) and allowed to stir for 30 min. Et2O was then added and the majority of the liquid decanted off. The remaining residue was concentrated under reduced pressure to give 1-1,3,4-thiadiazol-2-yl-cyclopropylamine hydrobromide (0.12 g, 0.54 mmol) as an orange gum, m/z 142.4 [M+H]+. Reactants: C=O (formaldehyde), C(C)(=O)O[BH-](OC(C)=O)OC(C)=O.[Na+] (sodium triacetoxyborohydride), C=O (formaldehyde), N[C@@H]1CC[C@@H]([C@@H](C1)CCC(=O)OC(C)(C)C)NC(CNC(C1=CC(=CC=C1)C(F)(F)F)=O)=O (tert-butyl 3-((1R,2S,5R)-5-amino-2-(2-(3-(trifluoromethyl)benzamido)acetamido)cyclohexyl)propanoate), N[C@@H]1CC[C@@H]([C@@H](C1)CCC(=O)O)NC(CNC(C1=CC(=CC=C1)C(F)(F)F)=O)=O (3-((1R,2S,5R)-5-amino-2-(2-(3-(trifluoromethyl)benzamido)acetamido)cyclohexyl)propanoic acid), C(C)(=O)O[BH-](OC(C)=O)OC(C)=O.[Na+] (sodium triacetoxyborohydride). Run in ClCCCl (1,2-dichloroethane), C(C)(=O)O (acetic acid), CC(=O)C (acetone). Run at time 19.5 hour. Product: C(C)(C)N([C@@H]1CC[C@@H]([C@@H](C1)CCC(=O)OC(C)(C)C)NC(CNC(C1=CC(=CC=C1)C(F)(F)F)=O)=O)C (tert-butyl 3-((1R,2S,5R)-5-(isopropyl(methyl)amino)-2-(2-(3-(trifluoromethyl)benzamido)acetamido)cyclohexyl)propanoate). RXN SMILES: [NH2:1][C@H:2]1[CH2:7][C@@H:6]([CH2:8][CH2:9][C:10]([O:12][C:13]([CH3:16])([CH3:15])[CH3:14])=[O:11])[C@@H:5]([NH:17][C:18](=[O:33])[CH2:19][NH:20][C:21](=[O:32])[C:22]2[CH:27]=[CH:26][CH:25]=[C:24]([C:28]([F:31])([F:30])[F:29])[CH:23]=2)[CH2:4][CH2:3]1.N[C@H:35]1[CH2:40][C@@H](CCC(O)=O)[C@@H](NC(=O)CNC(=O)C2C=CC=C(C(F)(F)F)C=2)C[CH2:36]1.[C:63](O[BH-](OC(=O)C)OC(=O)C)(=O)C.[Na+].C=O>ClCCCl.C(O)(=O)C.CC(C)=O>[CH:35]([N:1]([CH3:63])[C@H:2]1[CH2:7][C@@H:6]([CH2:8][CH2:9][C:10]([O:12][C:13]([CH3:15])([CH3:14])[CH3:16])=[O:11])[C@@H:5]([NH:17][C:18](=[O:33])[CH2:19][NH:20][C:21](=[O:32])[C:22]2[CH:27]=[CH:26][CH:25]=[C:24]([C:28]([F:31])([F:30])[F:29])[CH:23]=2)[CH2:4][CH2:3]1)([CH3:40])[CH3:36] |f:2.3|. Procedure details: The crude mixture of tert-butyl 3-((1R,2S,5R)-5-amino-2-(2-(3-(trifluoromethyl)benzamido)acetamido)cyclohexyl)propanoate and 3-((1R,2S,5R)-5-amino-2-(2-(3-(trifluoromethyl)benzamido)acetamido)cyclohexyl)propanoic acid prepared in Example 7a, Step 6 was dissolved in 1,2-dichloroethane (2 mL) and treated sequentially with acetone (32 μL), acetic acid (25 μL) and sodium triacetoxyborohydride (92 mg). The mixture was stirred at rt for 19.5 h, then was treated with aqueous formaldehyde (33 μL). After... The reactants are B, COc1ccc(-c2nc(C(F)F)c(C(=O)O)s2)cc1, C1CCOC1, C1CCOC1, O. Yields the product COc1ccc(-c2nc(C(F)F)c(CO)s2)cc1. Reaction SMILES: [BH3:25].[F:1][CH:2]([c:3]1[n:4][c:5](-[c:11]2[cH:12][cH:13][c:14]([O:17][CH3:18])[cH:15][cH:16]2)[s:6][c:7]1[C:8](=[O:9])[OH:10])[F:19].[O:20]1[CH2:21][CH2:22][CH2:23][CH2:24]1.[O:27]1[CH2:28][CH2:29][CH2:30][CH2:31]1.[OH2:26]>>[F:1][CH:2]([c:3]1[n:4][c:5](-[c:11]2[cH:12][cH:13][c:14]([O:17][CH3:18])[cH:15][cH:16]2)[s:6][c:7]1[CH2:8][OH:9])[F:19]. The reactants are [OH-].[Na+] (NaOH), COCCOCCOC=1C=C(C=O)C=CC1 (3-[2-(2-methoxyethoxy)ethoxy]benzaldehyde), COS(=O)(=O)[O-].C[S+](C)C (trimethylsulfonium methylsulfate). Reagents/catalysts: [Br-].C(CCC)[N+](CCCC)(CCCC)CCCC (tetra-n-butylammonium bromide). Solvent: CCOCC (ether), [Cl-].[Na+].O (brine), C(Cl)Cl (CH2Cl2), O (water). Product: COCCOCCOC=1C=C(C=CC1)C1OC1 (2-{3-[2-(2-Methoxyethoxy)ethoxy]phenyl}oxirane). Isolated yield 126.9%. RXN SMILES: [CH3:1][O:2][CH2:3][CH2:4][O:5][CH2:6][CH2:7][O:8][C:9]1[CH:10]=[C:11]([CH:14]=[CH:15][CH:16]=1)[CH:12]=[O:13].[CH3:17]OS([O-])(=O)=O.C[S+](C)C.[OH-].[Na+]>[Br-].C([N+](CCCC)(CCCC)CCCC)CCC.C(Cl)Cl.O.CCOCC.[Cl-].[Na+].O>[CH3:1][O:2][CH2:3][CH2:4][O:5][CH2:6][CH2:7][O:8][C:9]1[CH:10]=[C:11]([CH:12]2[CH2:17][O:13]2)[CH:14]=[CH:15][CH:16]=1 |f:1.2,3.4,5.6,10.11.12|. Procedure details: To a stirred solution of 1.32 g of 3-[2-(2-methoxyethoxy)ethoxy]benzaldehyde and 15 mg of tetra-n-butylammonium bromide in 15 ml of CH2Cl2 is added a solution of 2.4 g of trimethylsulfonium methylsulfate in 4 ml of water, followed by 10 ml of 50% NaOH. The mixture is stirred and refluxed for 4 h, then cooled, diluted with ether and brine, and filtered. The organic phase is washed with brine, dried (MgSO4), and concentrated under reduced pressure to provide 1.78 g of the title compound as a pale ... Starting materials: COc1cccc2c(=O)n3nc(C(N)=O)cc3[nH]c12, O=P(Cl)(Cl)Cl. The product is COc1cccc2c(=O)n3nc(C#N)cc3[nH]c12. Reaction SMILES: [CH3:1][O:2][c:3]1[cH:4][cH:5][cH:6][c:7]2[c:8](=[O:19])[n:9]3[c:10]([nH:11][c:12]12)[cH:13][c:14]([C:16](=[O:17])[NH2:18])[n:15]3.[P:20]([Cl:21])([Cl:22])([Cl:23])=[O:24]>>[CH3:1][O:2][c:3]1[cH:4][cH:5][cH:6][c:7]2[c:8](=[O:19])[n:9]3[c:10]([nH:11][c:12]12)[cH:13][c:14]([C:16]#[N:18])[n:15]3. Starting materials: CCOc1ccc(Nc2cc(Cl)nn3ccnc23)cc1, CC(C)(C)OC(=O)N1CCC(N)C1, O. The product is CCOc1ccc(Nc2cc(N3CCC(N)C3)nn3ccnc23)cc1. RXN SMILES: [Cl:1][c:2]1[cH:3][c:4]([NH:11][c:12]2[cH:13][cH:14][c:15]([O:18][CH2:19][CH3:20])[cH:16][cH:17]2)[c:5]2[n:6]([n:7]1)[cH:8][cH:9][n:10]2.[NH2:21][CH:22]1[CH2:23][N:24]([C:27]([O:28][C:29]([CH3:30])([CH3:31])[CH3:32])=[O:33])[CH2:25][CH2:26]1.[OH2:34]>>[c:2]1([N:24]2[CH2:23][CH:22]([NH2:21])[CH2:26][CH2:25]2)[cH:3][c:4]([NH:11][c:12]2[cH:13][cH:14][c:15]([O:18][CH2:19][CH3:20])[cH:16][cH:17]2)[c:5]2[n:6]([n:7]1)[cH:8][cH:9][n:10]2.